This data is from the Open Reaction Database (ORD), a public repository of structured organic reaction records. The task is: describe an organic reaction: reactants, conditions, products, and yield Starting materials: [BH3-]C#N, C=CCOC(=O)N1CC(=O)C(C(=O)OC(C)(C)C)CC1COCOC, CC(=O)O, CO, [Na+]. The product is C=CCOC(=O)N1CC(O)C(C(=O)OC(C)(C)C)CC1COCOC. Reaction SMILES: [C:30]([BH3-:31])#[N:32].[CH3:1][O:2][CH2:3][O:4][CH2:5][CH:6]1[N:7]([C:20](=[O:21])[O:22][CH2:23][CH:24]=[CH2:25])[CH2:8][C:9](=[O:19])[CH:10]([C:12](=[O:13])[O:14][C:15]([CH3:16])([CH3:17])[CH3:18])[CH2:11]1.[CH3:26][C:27](=[O:28])[OH:29].[CH3:34][OH:35].[Na+:33]>>[CH3:1][O:2][CH2:3][O:4][CH2:5][CH:6]1[N:7]([C:20](=[O:21])[O:22][CH2:23][CH:24]=[CH2:25])[CH2:8][CH:9]([OH:19])[CH:10]([C:12](=[O:13])[O:14][C:15]([CH3:16])([CH3:17])[CH3:18])[CH2:11]1. The reactants are BrC1=CC(=C(C(=O)O)C=C1[N+](=O)[O-])C (4-bromo-2-methyl-5-nitrobenzoic acid), CO (MeOH), O=S(Cl)Cl (SOCl2). Reaction conditions: time 5 day. Product: BrC1=CC(=C(C(=O)OC)C=C1[N+](=O)[O-])C (Methyl 4-bromo-2-methyl-5-nitrobenzoate). As a reaction SMILES: [Br:1][C:2]1[C:10]([N+:11]([O-:13])=[O:12])=[CH:9][C:5]([C:6]([OH:8])=[O:7])=[C:4]([CH3:14])[CH:3]=1.O=S(Cl)Cl.[CH3:19]O>>[Br:1][C:2]1[C:10]([N+:11]([O-:13])=[O:12])=[CH:9][C:5]([C:6]([O:8][CH3:19])=[O:7])=[C:4]([CH3:14])[CH:3]=1. Procedure details: 14.3 g of 4-bromo-2-methyl-5-nitrobenzoic acid were dissolved in 250 ml of MeOH and 11.6 g of SOCl2 were slowly added dropwise. The mixture was allowed to stand at RT for 5 days, the volatile components were removed in vacuo and the residue is recrystallized from DIP. The reactants are FC(C1(N=C(NC1NC(C1=CC=C(C=C1)F)=O)C1=CC=C(C=C1)F)C(F)(F)F)(F)F (N-[4,4-bis(trifluoromethyl)-2-(4-fluorophenyl)-4,5-dihydro-1H-imidazol-5-yl]-4-fluorobenzamide), C([O-])([O-])=O.[K+].[K+] (potassium carbonate), N1CCCCC1 (piperidine), O (water). Run in CS(=O)C (dimethyl sulfoxide). The product is FC(C1(N=C(N(C1NC(C1=CC=C(C=C1)N1CCCCC1)=O)C)C1=CC=C(C=C1)F)C(F)(F)F)(F)F (N-[4,4-bis(trifluoromethyl)-2-(4-fluorophenyl)-4,5-dihydro-1-methyl-1H-imidazol-5-yl]-4-(1-piperidinyl) benzamide). The yield is 15.5%. RXN SMILES: [F:1][C:2]([F:30])([F:29])[C:3]1([C:25]([F:28])([F:27])[F:26])[CH:7]([NH:8][C:9](=[O:17])[C:10]2[CH:15]=[CH:14][C:13](F)=[CH:12][CH:11]=2)[NH:6][C:5]([C:18]2[CH:23]=[CH:22][C:21]([F:24])=[CH:20][CH:19]=2)=[N:4]1.[C:31](=O)([O-])[O-].[K+].[K+].[NH:37]1[CH2:42][CH2:41][CH2:40][CH2:39][CH2:38]1.O>CS(C)=O>[F:29][C:2]([F:30])([F:1])[C:3]1([C:25]([F:27])([F:28])[F:26])[CH:7]([NH:8][C:9](=[O:17])[C:10]2[CH:15]=[CH:14][C:13]([N:37]3[CH2:42][CH2:41][CH2:40][CH2:39][CH2:38]3)=[CH:12][CH:11]=2)[N:6]([CH3:31])[C:5]([C:18]2[CH:23]=[CH:22][C:21]([F:24])=[CH:20][CH:19]=2)=[N:4]1 |f:1.2.3|. Procedure: To a solution of N-[4,4-bis(trifluoromethyl)-2-(4-fluorophenyl)-4,5-dihydro-1H-imidazol-5-yl]-4-fluorobenzamide (0.9 g, 2 mmole) in dimethyl sulfoxide (5 mL) was added potassium carbonate (0.83 g, 3 equiv.) and piperidine (0.51 g, 3 equiv.). The reaction mixture was heated at 145° overnight under nitrogen. The solution was cooled to room temperature, poured into water and extracted with dichloromethane. The organic layer was washed with water and saturated sodium chloride, dried over anhydrous m...